Dataset: the Open Reaction Database (ORD), a public repository of structured organic reaction records. Task: describe an organic reaction: reactants, conditions, products, and yield Starting materials: [BH3-]C#N, CCCN(c1ncccc1N)C1CCN(Cc2ccccc2)CC1, CCO, CC(=O)O, CC=O, Cl, [Na+], [Na+], [OH-]. Product: CCCN(c1ncccc1NCC)C1CCN(Cc2ccccc2)CC1. Reaction SMILES: [C:28]([BH3-:29])#[N:30].[CH2:1]([c:2]1[cH:3][cH:4][cH:5][cH:6][cH:7]1)[N:8]1[CH2:9][CH2:10][CH:11]([N:14]([c:15]2[n:16][cH:17][cH:18][cH:19][c:20]2[NH2:21])[CH2:22][CH2:23][CH3:24])[CH2:12][CH2:13]1.[CH3:35][CH2:36][OH:37].[CH3:38][C:39](=[O:40])[OH:41].[CH:25]([CH3:26])=[O:27].[ClH:32].[Na+:31].[Na+:34].[OH-:33]>>[CH2:1]([c:2]1[cH:3][cH:4][cH:5][cH:6][cH:7]1)[N:8]1[CH2:9][CH2:10][CH:11]([N:14]([c:15]2[n:16][cH:17][cH:18][cH:19][c:20]2[NH:21][CH2:25][CH3:26])[CH2:22][CH2:23][CH3:24])[CH2:12][CH2:13]1.